Dataset: the Open Reaction Database (ORD), a public repository of structured organic reaction records. Task: describe an organic reaction: reactants, conditions, products, and yield Product: CC(C)(C)OC(=O)Nc1ccc(F)cc1N. Reaction SMILES: [C:19](=[O:20])([OH:21])[O-:22].[CH2:28]1[O:29][CH2:30][CH2:31][CH2:32]1.[CH3:24][OH:25].[Cl-:27].[F:1][c:2]1[cH:3][c:4]([N+:16]([O-:17])=[O:18])[c:5]([NH:8][C:9]([O:10][C:11]([CH3:12])([CH3:13])[CH3:14])=[O:15])[cH:6][cH:7]1.[Na+:23].[Na+:26].[OH2:33]>>[F:1][c:2]1[cH:3][c:4]([NH2:16])[c:5]([NH:8][C:9]([O:10][C:11]([CH3:12])([CH3:13])[CH3:14])=[O:15])[cH:6][cH:7]1. Reactants: O=C([O-])O, C1CCOC1, CO, [Cl-], CC(C)(C)OC(=O)Nc1ccc(F)cc1[N+](=O)[O-], [Na+], [Na+], O.